From a dataset of the Open Reaction Database (ORD), a public repository of structured organic reaction records. describe an organic reaction: reactants, conditions, products, and yield The reactants are C([O-])([O-])=O.[K+].[K+] (potassium carbonate), FC(C(=O)OC(C(F)(F)F)=O)(F)F (Trifluoro acetic anhydride), C(N)(=O)[C@H]1N([C@H]2C[C@H]2C1)C([C@H](C12CC3(CC(CC(C1)C3)C2)O)NC(OCC2=CC=CC=C2)=O)=O (benzyl N-[(1S)-2-[(1S,3S,5S)-3-carbamoyl-2-azabicyclo[3.1.0]hexan-2-yl]-1-(3-hydroxyadamantan-1-yl)-2-oxo-ethyl]carbamate), C(C1=CN=CC=C1)(=O)OCC (ethyl nicotinate). The solvent is CO (methanol), C(C)(=O)OCC (ethyl acetate), O (water). Yields the product C(#N)[C@H]1N([C@H]2C[C@H]2C1)C([C@H](C12CC3(CC(CC(C1)C3)C2)O)NC(OCC2=CC=CC=C2)=O)=O (Benzyl N-[(1S)-2-[(1S,3S,5S)-3-cyano-2-azabicyclo[3.1.0]hexan-2-yl]-1-(3-hydroxyadamantan-1-yl)-2-oxo ethyl]carbamate). Yield: 80.0%. As a reaction SMILES: FC(F)(F)C(OC(=O)C(F)(F)F)=O.[C:14]([C@@H:17]1[CH2:22][C@H:21]2[C@H:19]([CH2:20]2)[N:18]1[C:23](=[O:47])[C@@H:24]([NH:36][C:37](=[O:46])[O:38][CH2:39][C:40]1[CH:45]=[CH:44][CH:43]=[CH:42][CH:41]=1)[C:25]12[CH2:34][CH:29]3[CH2:30][CH:31]([CH2:33][C:27]([OH:35])([CH2:28]3)[CH2:26]1)[CH2:32]2)(=O)[NH2:15].C(OCC)(=O)C1C=CC=NC=1.C(=O)([O-])[O-].[K+].[K+]>C(OCC)(=O)C.CO.O>[C:14]([C@@H:17]1[CH2:22][C@H:21]2[C@H:19]([CH2:20]2)[N:18]1[C:23](=[O:47])[C@@H:24]([NH:36][C:37](=[O:46])[O:38][CH2:39][C:40]1[CH:41]=[CH:42][CH:43]=[CH:44][CH:45]=1)[C:25]12[CH2:32][CH:31]3[CH2:30][CH:29]([CH2:28][C:27]([OH:35])([CH2:33]3)[CH2:26]1)[CH2:34]2)#[N:15] |f:3.4.5|. Procedure details: Trifluoro acetic anhydride (41.36 gm) was added to a solution of [benzyl N-[(1S)-2-[(1S,3S,5S)-3-carbamoyl-2-azabicyclo[3.1.0]hexan-2-yl]-1-(3-hydroxyadamantan-1-yl)-2-oxo-ethyl]carbamate of formula-XV (27 gm) and ethyl nicotinate (30.6 gm) in ethyl acetate at 0-5° C. After 6 hrs water was added to the reaction. Organic phase was washed with 2N HCl solution, dried and concentrated. The crude compound obtained was dissolved in methanol, hydrolyzed with aqueous potassium carbonate (112 gm of K2CO3... Reactants: CCCn1c(N)c(N=O)c(=O)n(CCC)c1=O, [NH4+], [Na+], [Na+], [OH-], O, O=S([O-])S(=O)[O-]. The product is CCCn1c(N)c(N)c(=O)n(CCC)c1=O. RXN SMILES: [CH2:1]([CH2:2][CH3:3])[n:4]1[c:5](=[O:6])[n:7]([CH2:15][CH2:16][CH3:17])[c:8](=[O:9])[c:10]([N:13]=[O:14])[c:11]1[NH2:12].[NH4+:18].[Na+:26].[Na+:27].[OH-:19].[OH2:28].[S:20]([S:21]([O-:22])=[O:23])([O-:24])=[O:25]>>[CH2:1]([CH2:2][CH3:3])[n:4]1[c:5](=[O:6])[n:7]([CH2:15][CH2:16][CH3:17])[c:8](=[O:9])[c:10]([NH2:13])[c:11]1[NH2:12]. Reactants: CCOC(=O)c1ccc(Cl)c(S(N)(=O)=O)c1, CN1CCNCC1, O. Yields the product CCOC(=O)c1ccc(N2CCN(C)CC2)c(S(N)(=O)=O)c1. As a reaction SMILES: [CH2:1]([CH3:2])[O:3][C:4]([c:5]1[cH:6][c:7]([S:12]([NH2:13])(=[O:14])=[O:15])[c:8]([Cl:11])[cH:9][cH:10]1)=[O:16].[CH3:17][N:18]1[CH2:19][CH2:20][NH:21][CH2:22][CH2:23]1.[OH2:24]>>[CH2:1]([CH3:2])[O:3][C:4]([c:5]1[cH:6][c:7]([S:12]([NH2:13])(=[O:14])=[O:15])[c:8]([N:21]2[CH2:20][CH2:19][N:18]([CH3:17])[CH2:23][CH2:22]2)[cH:9][cH:10]1)=[O:16]. Starting materials: CC=1C=CC(=CC1NC=2N=CC=C(N2)C=3C=CC=NC3)C(=O)NC=4C=C(C=C(C4)N5C=C(N=C5)C)C(F)(F)F (Nilotinib), C(CCCC(=O)O)(=O)O (glutaric acid). Run in CC(C)(C)OC (MTBE). Reaction conditions: temperature 5 celsius, time 8 hour. Product: CC=1C=CC(=CC1NC=2N=CC=C(N2)C=3C=CC=NC3)C(=O)NC=4C=C(C=C(C4)N5C=C(N=C5)C)C(F)(F)F.C(CCCC(=O)[O-])(=O)[O-] (Nilotinib glutarate). RXN SMILES: [CH3:1][C:2]1[CH:3]=[CH:4][C:5]([C:21]([NH:23][C:24]2[CH:25]=[C:26]([C:36]([F:39])([F:38])[F:37])[CH:27]=[C:28]([N:30]3[CH:34]=[N:33][C:32]([CH3:35])=[CH:31]3)[CH:29]=2)=[O:22])=[CH:6][C:7]=1[NH:8][C:9]1[N:10]=[CH:11][CH:12]=[C:13]([C:15]2[CH:16]=[CH:17][CH:18]=[N:19][CH:20]=2)[N:14]=1.[C:40]([OH:48])(=[O:47])[CH2:41][CH2:42][CH2:43][C:44]([OH:46])=[O:45]>CC(OC)(C)C>[CH3:1][C:2]1[CH:3]=[CH:4][C:5]([C:21]([NH:23][C:24]2[CH:25]=[C:26]([C:36]([F:38])([F:39])[F:37])[CH:27]=[C:28]([N:30]3[CH:34]=[N:33][C:32]([CH3:35])=[CH:31]3)[CH:29]=2)=[O:22])=[CH:6][C:7]=1[NH:8][C:9]1[N:10]=[CH:11][CH:12]=[C:13]([C:15]2[CH:16]=[CH:17][CH:18]=[N:19][CH:20]=2)[N:14]=1.[C:40]([O-:48])(=[O:47])[CH2:41][CH2:42][CH2:43][C:44]([O-:46])=[O:45] |f:3.4|. Procedure: Nilotinib base (0.300 g, 0.57 mmol) was dissolved in TFE (2 mL) at 40° C. to obtain a mixture. The mixture was stirred and added to a solution of glutaric acid (0.037 g, 0.28 mmol) in TFE (1 mL) at 40° C. The resulting clear solution was stirred for about 4 h at 40° C. The solution was subsequently cooled to 5° C. The mixture was kept at 5° C. overnight and then MTBE (1.5 v/v) was added to the mixture at room temperature leading to precipitation. The precipitate was filtered to give Nilotinib gl... Starting materials: OC=1C=C(C(=O)OC)C=C(C1)O[C@@H]1C(N(CC1)C)=O (methyl 3-hydroxy-5-[(3S)-1-methyl-2-oxo-pyrrolidin-3-yl]oxy-benzoate), OC=1C=C(C(=O)OC)C=C(C1)O[C@@H]1C(N(CC1)C)=O (methyl 3-hydroxy-5-[(3S)-1-methyl-2-oxo-pyrrolidin-3-yl]oxy-benzoate), N1(CCC1)C(=O)C1=NC=C(N=C1)Cl (azetidin-1-yl-(5-chloropyrazin-2-yl)methanone), N1(CCC1)C(=O)C1=NC=C(N=C1)Cl (azetidin-1-yl-(5-chloropyrazin-2-yl)methanone), C([O-])([O-])=O (carbonate). Solvent: CC(=O)N(C)C (DMA). Conditions: temperature 100 celsius, time 1 hour. Yields the product N1(CCC1)C(=O)C=1N=CC(=NC1)OC=1C=C(C(=O)OC)C=C(C1)O[C@@H]1C(N(CC1)C)=O (Methyl 3-[5-(azetidine-1-carbonyl)pyrazin-2-yl]oxy-5-[(3S)-1-methyl-2-oxo-pyrrolidin-3-yl]oxy-benzoate). The yield is 71.3%. Reaction SMILES: [OH:1][C:2]1[CH:3]=[C:4]([CH:9]=[C:10]([O:12][C@H:13]2[CH2:17][CH2:16][N:15]([CH3:18])[C:14]2=[O:19])[CH:11]=1)[C:5]([O:7][CH3:8])=[O:6].[N:20]1([C:24]([C:26]2[CH:31]=[N:30][C:29](Cl)=[CH:28][N:27]=2)=[O:25])[CH2:23][CH2:22][CH2:21]1.C(=O)([O-])[O-]>CC(N(C)C)=O>[N:20]1([C:24]([C:26]2[N:27]=[CH:28][C:29]([O:1][C:2]3[CH:3]=[C:4]([CH:9]=[C:10]([O:12][C@H:13]4[CH2:17][CH2:16][N:15]([CH3:18])[C:14]4=[O:19])[CH:11]=3)[C:5]([O:7][CH3:8])=[O:6])=[N:30][CH:31]=2)=[O:25])[CH2:23][CH2:22][CH2:21]1. Procedure: A mixture of methyl 3-hydroxy-5-[(3S)-1-methyl-2-oxo-pyrrolidin-3-yl]oxy-benzoate (Intermediate 8) (265 mg, 1.0 mmol), azetidin-1-yl-(5-chloropyrazin-2-yl)methanone (Intermediate 32) (198 mg, 1.0 mmol) and polymer supported-carbonate (690 mg, 2.0 mmol) in DMA (5 mL) was stirred at 100° C. for 1 hr. The mixture was filtered and the DMA was removed under reduced pressure. The residue was dissolved in ethyl acetate (50 mL), washed with saturated sodium bicarbonate (10 mL), water (20 mL) and brine (... As a reaction SMILES: [CH:2]1([CH:8]2[CH2:9][CH:10]([CH2:14][C:15](=[O:16])[O:17][CH3:18])[CH2:11][NH:12][CH2:13]2)[CH2:3][CH2:4][CH2:5][CH2:6][CH2:7]1.[Cl:19][c:20]1[n:21][c:22]([CH3:35])[cH:23][c:24]([NH:26][c:27]2[cH:28][c:29]([CH:32]3[CH2:33][CH2:34]3)[n:30][nH:31]2)[n:25]1.[Cl:36][c:37]1[n:38][c:39]([NH:40][c:41]2[nH:42][n:43][cH:44][cH:45]2)[cH:46][c:47]([CH3:48])[n:49]1.[ClH:1]>>[CH:2]1([CH:8]2[CH2:9][CH:10]([CH2:14][C:15](=[O:16])[O:17][CH3:18])[CH2:11][N:12]([c:20]3[n:21][c:22]([CH3:35])[cH:23][c:24]([NH:26][c:27]4[cH:28][c:29]([CH:32]5[CH2:33][CH2:34]5)[n:30][nH:31]4)[n:25]3)[CH2:13]2)[CH2:3][CH2:4][CH2:5][CH2:6][CH2:7]1. Yields the product COC(=O)CC1CC(C2CCCCC2)CN(c2nc(C)cc(Nc3cc(C4CC4)n[nH]3)n2)C1. Reactants: COC(=O)CC1CNCC(C2CCCCC2)C1, Cc1cc(Nc2cc(C3CC3)n[nH]2)nc(Cl)n1, Cc1cc(Nc2ccn[nH]2)nc(Cl)n1, Cl. Starting materials: CCCCO, CNc1ccnc(Cl)n1, c1ccc(C2CCNCC2)cc1. The product is CNc1ccnc(N2CCC(c3ccccc3)CC2)n1. RXN SMILES: [CH2:22]([OH:23])[CH2:24][CH2:25][CH3:26].[Cl:1][c:2]1[n:3][cH:4][cH:5][c:6]([NH:8][CH3:9])[n:7]1.[c:10]1([CH:16]2[CH2:17][CH2:18][NH:19][CH2:20][CH2:21]2)[cH:11][cH:12][cH:13][cH:14][cH:15]1>>[c:2]1([N:19]2[CH2:18][CH2:17][CH:16]([c:10]3[cH:11][cH:12][cH:13][cH:14][cH:15]3)[CH2:21][CH2:20]2)[n:3][cH:4][cH:5][c:6]([NH:8][CH3:9])[n:7]1.